Dataset: the Open Reaction Database (ORD), a public repository of structured organic reaction records. Task: describe an organic reaction: reactants, conditions, products, and yield The reactants are IC=1C=CC2=C(N=C(O2)CN2CCCC2)C1 (5-iodo-2-pyrrolidin-1-ylmethyl-benzoxazole), ClC1=CC=C(C=C1)C=1C=CC(=NC1)C#C (5-(4-chloro-phenyl)-2-ethynyl-pyridine), tetrakis-triphenylphosphane palladium, C(=O)([O-])[O-].[Cs+].[Cs+] (Cs2CO3). Reagents/catalysts: [Cu]I (CuI). The solvent is C1CCOC1 (THF). Conditions: time 14 hour. The product is ClC1=CC=C(C=C1)C=1C=CC(=NC1)C#CC=1C=CC2=C(N=C(O2)CN2CCCC2)C1 (5-[5-(4-chloro-phenyl)-pyridin-2-ylethynyl]-2-pyrrolidin-1-ylmethyl-benzoxazole). As a reaction SMILES: I[C:2]1[CH:3]=[CH:4][C:5]2[O:9][C:8]([CH2:10][N:11]3[CH2:15][CH2:14][CH2:13][CH2:12]3)=[N:7][C:6]=2[CH:16]=1.[Cl:17][C:18]1[CH:23]=[CH:22][C:21]([C:24]2[CH:25]=[CH:26][C:27]([C:30]#[CH:31])=[N:28][CH:29]=2)=[CH:20][CH:19]=1.C([O-])([O-])=O.[Cs+].[Cs+]>C1COCC1.[Cu]I>[Cl:17][C:18]1[CH:19]=[CH:20][C:21]([C:24]2[CH:25]=[CH:26][C:27]([C:30]#[C:31][C:2]3[CH:3]=[CH:4][C:5]4[O:9][C:8]([CH2:10][N:11]5[CH2:15][CH2:14][CH2:13][CH2:12]5)=[N:7][C:6]=4[CH:16]=3)=[N:28][CH:29]=2)=[CH:22][CH:23]=1 |f:2.3.4|. Procedure: A reaction mixture of 260 mg (0.792 mmol) 5-iodo-2-pyrrolidin-1-ylmethyl-benzoxazole, 171 mg (0.8 mmol) 5-(4-chloro-phenyl)-2-ethynyl-pyridine, 23 mg (0.02 mmol) tetrakis-triphenylphosphane-palladium, 3.8 mg (0.02 mmol) CuI and 350 mg (1.075 mmol) Cs2CO3 in 10 mL THF is stirred for 14 h in an argon atmosphere at RT. Then the reaction mixture is evaporated down and the residue is purified by column chromatography on silica gel (DCM/MeOH 80:1).